Dataset: the Open Reaction Database (ORD), a public repository of structured organic reaction records. Task: describe an organic reaction: reactants, conditions, products, and yield Starting materials: CCNCC, C#CCCCC, Clc1ccc(Cl)nc1, [Cu]I, c1ccc(P(c2ccccc2)c2ccccc2)cc1. Product: CCCCC#Cc1ccc(Cl)cn1. As a reaction SMILES: [CH2:34]([NH:35][CH2:36][CH3:37])[CH3:38].[CH:1]#[C:2][CH2:3][CH2:4][CH2:5][CH3:6].[Cl:7][c:8]1[n:9][cH:10][c:11]([Cl:14])[cH:12][cH:13]1.[Cu:39][I:40].[c:15]1([P:16]([c:17]2[cH:18][cH:19][cH:20][cH:21][cH:22]2)[c:23]2[cH:24][cH:25][cH:26][cH:27][cH:28]2)[cH:29][cH:30][cH:31][cH:32][cH:33]1>>[C:1](#[C:2][CH2:3][CH2:4][CH2:5][CH3:6])[c:8]1[n:9][cH:10][c:11]([Cl:14])[cH:12][cH:13]1. Reactants: ClC1=C(C=CC=C1)OC(F)(F)F (1-chloro-2-(trifluoromethoxy)benzene), [Li]CCCC (n-BuLi), II (iodine). The solvent is C1CCOC1 (THF), C1CCOC1 (THF). Run at time 40 minute. Product: ClC1=C(C=CC=C1OC(F)(F)F)I (2-chloro-1-iodo-3-(trifluoromethoxy)benzene). RXN SMILES: [Cl:1][C:2]1[CH:7]=[CH:6][CH:5]=[CH:4][C:3]=1[O:8][C:9]([F:12])([F:11])[F:10].[Li]CCCC.[I:18]I>C1COCC1>[Cl:1][C:2]1[C:3]([O:8][C:9]([F:11])([F:10])[F:12])=[CH:4][CH:5]=[CH:6][C:7]=1[I:18]. Procedure details: To a solution of 1-chloro-2-(trifluoromethoxy)benzene (2.54 mmol) in 10 mL THF were added 1.42 mL n-BuLi (2.5 M solution in hexane) at −78° C. After 40 min, a solution of iodine (2.8 mmol) in 2.5 mL THF was added and stirring was continued at RT overnight. Reactants: NC=1NC(C2=C(N1)N(C(S2)=O)[C@H]2[C@H](OC(C1=CC=CC=C1)=O)[C@H](OC(C1=CC=CC=C1)=O)[C@H](O2)COC(C2=CC=CC=C2)=O)=O (5-amino-3-(2,3,5-tri-O-benzoyl-β-D-ribofuranosyl)thiazolo[4,5-d]pyrimidine-2,7(6H)-dione), ( ε5700 ), sugar, O([Na])C (NaOCH3), ( ε22100 ). Run in CO (methanol). Reaction conditions: time 16 hour. Yields the product NC=1NC(C2=C(N1)N(C(S2)=O)[C@H]2[C@H](O)[C@H](O)[C@H](O2)CO)=O (5-Amino-3-β-D-ribofuranosylthiazolo[4,5-d]pyrimidine-2,7(6H)-dione). Reaction SMILES: [NH2:1][C:2]1[NH:3][C:4](=[O:45])[C:5]2[S:10][C:9](=[O:11])[N:8]([C@@H:12]3[O:34][C@H:33]([CH2:35][O:36]C(=O)C4C=CC=CC=4)[C@@H:23]([O:24]C(=O)C4C=CC=CC=4)[C@H:13]3[O:14]C(=O)C3C=CC=CC=3)[C:6]=2[N:7]=1.O(C)[Na]>CO>[NH2:1][C:2]1[NH:3][C:4](=[O:45])[C:5]2[S:10][C:9](=[O:11])[N:8]([C@@H:12]3[O:34][C@H:33]([CH2:35][OH:36])[C@@H:23]([OH:24])[C@H:13]3[OH:14])[C:6]=2[N:7]=1. Procedure details: A solution of 6 (0.75 g, 1 mmol) in methanol (75 mL) was adjusted to pH 9 with NaOCH3 and stirred at room temperature for 16 h. The reaction mixture was evaporated to dryness and the residue was triturated with ether (2×75 mL). The ether insoluble solid was dissolved in water (15 mL) and acidified with acetic acid whereupon the crude product precipitated. Crystallization of this material from water gave a colorless powder: yield 0.31 g, 78%: mp 238° C. (decomp.): UV λmax (pH 1) 215 nm (ε2280), 2... Reactants: S(=O)(=O)(Cl)Cl (sulfuryl chloride), BrC=1C=NC=C(C1)Br (3,5-Dibromopyridine), C(C)NCC(=O)[O-] (ethylglycinate), CCN(C(C)C)C(C)C (DIPEA). The solvent is C1CCOC1 (THF), C1CCOC1 (THF). Reaction conditions: temperature -20 celsius, time 45 minute. Yields the product BrC=1C=C(C=NC1)S(=O)(=O)NCC(=O)OCC (ethyl 2-(5-bromopyridine-3-sulfonamido)acetate). Isolated yield 36.5%. RXN SMILES: Br[C:2]1[CH:3]=[N:4][CH:5]=[C:6]([Br:8])[CH:7]=1.[S:9](Cl)(Cl)(=[O:11])=[O:10].C([NH:16][CH2:17][C:18]([O-:20])=[O:19])C.[CH3:21][CH2:22]N(C(C)C)C(C)C>C1COCC1>[Br:8][C:6]1[CH:7]=[C:2]([S:9]([NH:16][CH2:17][C:18]([O:20][CH2:21][CH3:22])=[O:19])(=[O:11])=[O:10])[CH:3]=[N:4][CH:5]=1. Procedure: 3,5-Dibromopyridine (3.00 g, 12.7 mmol) was dissolved in THF (20 mL) and the solution cooled to −20° C. Isopropyl magnesium chloride-lithium chloride complex (2.76 g, 19.0 mmol) was added to the solution under the nitrogen atmosphere. The reaction mixture was stirred for 45 minutes and sulfuryl chloride (1.55 mL, 19.0 mmol) was added (at −20° C.). Stirring continued for additional 30 minutes and to this mixture was added THF (10 mL) solution containing ethylglycinate (7.07 g, 50.7 mmol) and DIPE...